Dataset: the Open Reaction Database (ORD), a public repository of structured organic reaction records. Task: describe an organic reaction: reactants, conditions, products, and yield The reactants are CS(=O)(=O)Cl, ClCCl, CC(C)C(O)(c1ccc2cc(N)ccc2c1)c1cn(C(c2ccccc2)(c2ccccc2)c2ccccc2)cn1, [Na+], [OH-], CC(C)C(O)(c1ccc2cc(N=C(c3ccccc3)c3ccccc3)ccc2c1)c1cn(C(c2ccccc2)(c2ccccc2)c2ccccc2)cn1, c1ccncc1. Product: CC(C)C(O)(c1ccc2cc(NS(C)(=O)=O)ccc2c1)c1cn(C(c2ccccc2)(c2ccccc2)c2ccccc2)cn1. As a reaction SMILES: [CH3:94][S:95]([Cl:96])(=[O:97])=[O:98].[Cl:101][CH2:102][Cl:103].[NH2:54][c:55]1[cH:56][c:57]2[cH:58][cH:59][c:60]([C:65]([CH:66]([CH3:67])[CH3:68])([OH:69])[c:70]3[n:71][cH:72][n:73]([C:75]([c:76]4[cH:77][cH:78][cH:79][cH:80][cH:81]4)([c:82]4[cH:83][cH:84][cH:85][cH:86][cH:87]4)[c:88]4[cH:89][cH:90][cH:91][cH:92][cH:93]4)[cH:74]3)[cH:61][c:62]2[cH:63][cH:64]1.[Na+:100].[OH-:99].[c:1]1([C:2](=[N:3][c:4]2[cH:5][c:6]3[c:7]([cH:8][cH:9]2)[cH:10][c:11]([C:12]([c:13]2[n:14][cH:15][n:16]([C:17]([c:18]4[cH:19][cH:20][cH:21][cH:22][cH:23]4)([c:24]4[cH:25][cH:26][cH:27][cH:28][cH:29]4)[c:30]4[cH:31][cH:32][cH:33][cH:34][cH:35]4)[cH:36]2)([OH:37])[CH:38]([CH3:39])[CH3:40])[cH:41][cH:42]3)[c:43]2[cH:44][cH:45][cH:46][cH:47][cH:48]2)[cH:49][cH:50][cH:51][cH:52][cH:53]1.[cH:104]1[cH:105][cH:106][n:107][cH:108][cH:109]1>>[NH:54]([c:55]1[cH:56][c:57]2[cH:58][cH:59][c:60]([C:65]([CH:66]([CH3:67])[CH3:68])([OH:69])[c:70]3[n:71][cH:72][n:73]([C:75]([c:76]4[cH:77][cH:78][cH:79][cH:80][cH:81]4)([c:82]4[cH:83][cH:84][cH:85][cH:86][cH:87]4)[c:88]4[cH:89][cH:90][cH:91][cH:92][cH:93]4)[cH:74]3)[cH:61][c:62]2[cH:63][cH:64]1)[S:95]([CH3:94])(=[O:97])=[O:98]. Starting materials: ClC1=C(C=NC=C1)C(=O)O (4-chloropyridine-3-carboxylic acid), O (water). The product is OC1=C(C=NC=C1)C(=O)O (4-hydroxypyridine-3-carboxylic acid). Isolated yield 80.0%. RXN SMILES: Cl[C:2]1[CH:7]=[CH:6][N:5]=[CH:4][C:3]=1[C:8]([OH:10])=[O:9].[OH2:11]>>[OH:11][C:2]1[CH:7]=[CH:6][N:5]=[CH:4][C:3]=1[C:8]([OH:10])=[O:9]. Procedure details: Compound 3 is heated in water (see ROSS, J. Chem. Soc. (C), p. 1816-1821, 1966) to obtain 4-hydroxypyridine-3-carboxylic acid 5 as a colorless solid (>80%). Reactants: [OH-].[Na+] (sodium hydroxide), crude product, N1(C=NC=C1)C=1C=C(C=CC1OCC(C)C)C=1SC(=C(N1)C)C(=O)[O-] (2-[3-(1H-imidazol-1-yl)-4-(2-methylpropoxy)phenyl]-4-methyl-1,3-thiazole-5-carboxylate), O1CCCC1.CO (tetrahydrofuran methanol), Cl (hydrochloric acid). Run in mixed solution, O (water). Reaction conditions: time 4 hour. The product is N1(C=NC=C1)C=1C=C(C=CC1OCC(C)C)C=1SC(=C(N1)C)C(=O)O (2-[3-(1H-imidazol-1-yl)-4-(2-methylpropoxy)phenyl]-4-methyl-1,3-thiazole-5-carboxylic acid). RXN SMILES: [N:1]1([C:6]2[CH:7]=[C:8]([C:17]3[S:18][C:19]([C:23]([O-:25])=[O:24])=[C:20]([CH3:22])[N:21]=3)[CH:9]=[CH:10][C:11]=2[O:12][CH2:13][CH:14]([CH3:16])[CH3:15])[CH:5]=[CH:4][N:3]=[CH:2]1.O1CCCC1.CO.[OH-].[Na+].Cl>O>[N:1]1([C:6]2[CH:7]=[C:8]([C:17]3[S:18][C:19]([C:23]([OH:25])=[O:24])=[C:20]([CH3:22])[N:21]=3)[CH:9]=[CH:10][C:11]=2[O:12][CH2:13][CH:14]([CH3:16])[CH3:15])[CH:5]=[CH:4][N:3]=[CH:2]1 |f:1.2,3.4|. Procedure details: A reaction mixture solution prepared by dissolving the crude product of 2-[3-(1H-imidazol-1-yl)-4-(2-methylpropoxy)phenyl]-4-methyl-1,3-thiazole-5-carboxylate obtained above in 1 mL of a mixed solution of tetrahydrofuran/methanol=1/1 followed by the addition of 0.2 mL of 2 M sodium hydroxide aqueous solution was stirred at room temperature for 4 hours. After the addition of 0.2 mL of 2 M hydrochloric acid to the reaction mixture solution under stirring, 3 mL of water was added and extraction was... Yield: 90.0%. Product: C(C)(=O)NC1=NC2=CC=C(C=C2C(=N1)O)C1=CC(=C(C=C1)OC)OC (2-acetamido-6-(3,4-dimethoxyphenyl)-4-hydroxy-quinazoline). Reaction SMILES: [NH2:1][C:2]1[N:11]=[C:10]([OH:12])[C:9]2[C:4](=[CH:5][CH:6]=[C:7]([C:13]3[CH:18]=[CH:17][C:16]([O:19][CH3:20])=[C:15]([O:21][CH3:22])[CH:14]=3)[CH:8]=2)[N:3]=1.[C:23](OC(=O)C)(=[O:25])[CH3:24]>>[C:23]([NH:1][C:2]1[N:11]=[C:10]([OH:12])[C:9]2[C:4](=[CH:5][CH:6]=[C:7]([C:13]3[CH:18]=[CH:17][C:16]([O:19][CH3:20])=[C:15]([O:21][CH3:22])[CH:14]=3)[CH:8]=2)[N:3]=1)(=[O:25])[CH3:24]. The reactants are NC1=NC2=CC=C(C=C2C(=N1)O)C1=CC(=C(C=C1)OC)OC (2-amino-6-(3,4-dimethoxyphenyl)-4-hydroxy-quinazoline), C(C)(=O)OC(C)=O (acetic anhydride). Reported procedure: A suspension of crude 2-amino-6-(3,4-dimethoxyphenyl)-4-hydroxy-quinazoline (3.0 g, 10 mmol) in acetic anhydride (20 ml) was refluxed for 40 minutes. After concentration under reduced pressure, the residue was purified by silica gel flash chromatography, the mobile phase being a mixture of methanol and dichloromethane (in a ratio of 1:40), yielding the title compound as a white solid (3.05 g, yield: 90%) which was characterized by its mass spectrum as follows: MS (m/z): 340 ([M+H]+, 100). The reactants are [N+](=O)([O-])C1=CC=C(C=C1)C=CCCl (3-(4-nitrophenyl)-2-propenyl chloride), FC1=CC=C(C=C1)C(N1CCNCC1)C1=CC=C(C=C1)F (N-[bis(4-fluorophenyl)methyl]piperazine), C([O-])(O)=O.[Na+] (sodium bicarbonate), C(C)(C)N(C(C)C)CC (N,N-diisopropylethylamine). The reagents and catalysts are [I-].[Na+] (sodium iodide). Run in CS(=O)C (dimethyl sulfoxide), CS(=O)C (dimethyl sulfoxide). Reaction conditions: temperature 65 celsius, time 4 hour. Yields the product [N+](=O)([O-])C1=CC=C(C=C1)C=CCN1CCN(CC1)C(C1=CC=C(C=C1)F)C1=CC=C(C=C1)F (N-[3-(4-nitrophenyl)-2-propenyl]-N′-[bis(4-fluorophenyl)methyl]piperazine). RXN SMILES: [N+:1]([C:4]1[CH:9]=[CH:8][C:7]([CH:10]=[CH:11][CH2:12]Cl)=[CH:6][CH:5]=1)([O-:3])=[O:2].[F:14][C:15]1[CH:20]=[CH:19][C:18]([CH:21]([C:28]2[CH:33]=[CH:32][C:31]([F:34])=[CH:30][CH:29]=2)[N:22]2[CH2:27][CH2:26][NH:25][CH2:24][CH2:23]2)=[CH:17][CH:16]=1.C(N(CC)C(C)C)(C)C.C(=O)(O)[O-].[Na+]>CS(C)=O.[I-].[Na+]>[N+:1]([C:4]1[CH:9]=[CH:8][C:7]([CH:10]=[CH:11][CH2:12][N:25]2[CH2:24][CH2:23][N:22]([CH:21]([C:28]3[CH:33]=[CH:32][C:31]([F:34])=[CH:30][CH:29]=3)[C:18]3[CH:17]=[CH:16][C:15]([F:14])=[CH:20][CH:19]=3)[CH2:27][CH2:26]2)=[CH:6][CH:5]=1)([O-:3])=[O:2] |f:3.4,6.7|. Procedure: A solution of 0.5 gram (0.002 mole) of 3-(4-nitrophenyl)-2-propenyl chloride in 5 mL of dimethyl sulfoxide was added to a solution of 0.7 gram (0.002 mole) of N-[bis(4-fluorophenyl)methyl]piperazine in 10 mL of dimethyl sulfoxide. To this was added 0.1 gram (0.0005 mole) of sodium iodide as a catalyst. Upon completion of the addition 1.2 grams (0.010 mole) of N,N-diisopropylethylamine was added dropwise. To effect solution the reaction mixture was then warmed to 50-80° C., where it stirred for f... Starting materials: CC(C)(C)C(=O)CBr, O=C([O-])[O-], CCCc1c(Cc2ccc(-c3ccccc3C#N)cc2)c(=O)[nH]c2nc(C)nn12, CN(C)C=O, CCOC(C)=O, [K+], [K+]. Yields the product CCCc1c(Cc2ccc(-c3ccccc3C#N)cc2)c(=O)n(CC(=O)C(C)(C)C)c2nc(C)nn12. Reaction SMILES: [Br:30][CH2:31][C:32]([C:33]([CH3:34])([CH3:35])[CH3:36])=[O:37].[C:38](=[O:39])([O-:40])[O-:41].[CH3:1][c:2]1[n:3][n:4]2[c:5]([nH:6][c:7](=[O:28])[c:8]([CH2:13][c:14]3[cH:15][cH:16][c:17](-[c:20]4[c:21]([C:26]#[N:27])[cH:22][cH:23][cH:24][cH:25]4)[cH:18][cH:19]3)[c:9]2[CH2:10][CH2:11][CH3:12])[n:29]1.[CH3:44][N:45]([CH3:46])[CH:47]=[O:48].[CH3:49][CH2:50][O:51][C:52](=[O:53])[CH3:54].[K+:42].[K+:43]>>[CH3:1][c:2]1[n:3][n:4]2[c:5]([n:6]([CH2:31][C:32]([C:33]([CH3:34])([CH3:35])[CH3:36])=[O:37])[c:7](=[O:28])[c:8]([CH2:13][c:14]3[cH:15][cH:16][c:17](-[c:20]4[c:21]([C:26]#[N:27])[cH:22][cH:23][cH:24][cH:25]4)[cH:18][cH:19]3)[c:9]2[CH2:10][CH2:11][CH3:12])[n:29]1. Starting materials: Nc1c2c(nc3ccccc13)CCCC2=O, [Na+], [OH-], O=[N+]([O-])O, O=S(=O)(O)O. Product: Nc1c2c(nc3ccc([N+](=O)[O-])cc13)CCCC2=O. RXN SMILES: [NH2:1][c:2]1[c:3]2[cH:4][cH:5][cH:6][cH:7][c:8]2[n:9][c:10]2[c:15]1[C:14](=[O:16])[CH2:13][CH2:12][CH2:11]2.[Na+:22].[OH-:21].[OH:17][N+:18]([O-:19])=[O:20].[S:23](=[O:24])(=[O:25])([OH:26])[OH:27]>>[NH2:1][c:2]1[c:3]2[cH:4][c:5]([N+:18](=[O:17])[O-:19])[cH:6][cH:7][c:8]2[n:9][c:10]2[c:15]1[C:14](=[O:16])[CH2:13][CH2:12][CH2:11]2.